Task: describe an organic reaction: reactants, conditions, products, and yield. Dataset: the Open Reaction Database (ORD), a public repository of structured organic reaction records Reactants: ClC=1C=C(C=CC1Cl)C(F)(F)F (3,4-dichlorobenzotrifluoride), [Cl-].[Al+3].[Cl-].[Cl-] (aluminum chloride), [Cl-].[Al+3].[Cl-].[Cl-] (Aluminum chloride), O (water), C(C)O.C1(=CC=CC=C1)C (ethanol toluene). Run in ClC1=C(C=CC=C1)Cl (1,2-dichlorobenzene), ClC1=C(C=CC=C1)Cl (1,2-dichlorbenzene). Run at time 88 hour. Yields the product ClC=1C=C(C(=O)C2=CC(=C(C=C2)Cl)Cl)C=CC1Cl (3,3',4,4'-Tetrachlorobenzophenone). The yield is 80.0%. As a reaction SMILES: [Cl-:1].[Al+3].[Cl-:3].[Cl-].[Cl:5][C:6]1[CH:7]=[C:8]([C:13](F)(F)F)[CH:9]=[CH:10][C:11]=1[Cl:12].[OH2:17].C(O)C.[C:21]1(C)[CH:26]=[CH:25][CH:24]=[CH:23][CH:22]=1>ClC1C=CC=CC=1Cl>[Cl:5][C:6]1[CH:7]=[C:8]([CH:9]=[CH:10][C:11]=1[Cl:12])[C:13]([C:23]1[CH:24]=[CH:25][C:26]([Cl:1])=[C:21]([Cl:3])[CH:22]=1)=[O:17] |f:0.1.2.3,6.7|. Procedure: Aluminum chloride (16 g.) was slurried with 1,2-dichlorbenzene (40 ml.). A solution of 3,4-dichlorobenzotrifluoride (21.5 g.) in 1,2-dichlorobenzene (40 ml.) was added to the aluminum chloride slurry over 1.25 hours. The solution became dark red and viscous. The reaction mixture was stirred for 88 hours at room temperature and then heated to 70° C. for 6 hours. The reaction contents were poured into water and the aqueous portion was extracted with methylene chloride. The combined organic extract... RXN SMILES: [Br:18][CH2:19][B:20]1[O:21][C:22]([CH3:23])([CH3:24])[C:25]([CH3:26])([CH3:27])[O:28]1.[Cl:3][c:4]1[n:5][c:6]2[cH:7][cH:8][c:9]([O:16][CH3:17])[cH:10][c:11]2[cH:12][c:13]1[CH2:14][OH:15].[FH:29].[H-:1].[Na+:2].[Na:30].[O:32]1[CH2:33][CH2:34][CH2:35][CH2:36]1.[OH2:31]>>[c:4]12[n:5][c:6]3[cH:7][cH:8][c:9]([O:16][CH3:17])[cH:10][c:11]3[cH:12][c:13]1[CH2:14][O:15][CH2:19]2. Starting materials: CC1(C)OB(CBr)OC1(C)C, COc1ccc2nc(Cl)c(CO)cc2c1, F, [H-], [Na+], [Na], C1CCOC1, O. Product: COc1ccc2nc3c(cc2c1)COC3. The reactants are CN(C)C=O, Cl, [H-], COc1c(C)c(C)c(OC)c(C(CCCCCCI)c2ccccc2)c1C, [Na+], COC(=O)c1ccc(O)cc1. The product is COC(=O)c1ccc(OCCCCCCC(c2ccccc2)c2c(C)c(OC)c(C)c(C)c2OC)cc1. RXN SMILES: [CH3:42][N:43]([CH3:44])[CH:45]=[O:46].[ClH:41].[H-:1].[I:14][CH2:15][CH2:16][CH2:17][CH2:18][CH2:19][CH2:20][CH:21]([c:22]1[cH:23][cH:24][cH:25][cH:26][cH:27]1)[c:28]1[c:29]([O:39][CH3:40])[c:30]([CH3:38])[c:31]([CH3:37])[c:32]([O:35][CH3:36])[c:33]1[CH3:34].[Na+:2].[OH:3][c:4]1[cH:5][cH:6][c:7]([C:8](=[O:9])[O:10][CH3:11])[cH:12][cH:13]1>>[O:3]([c:4]1[cH:5][cH:6][c:7]([C:8](=[O:9])[O:10][CH3:11])[cH:12][cH:13]1)[CH2:15][CH2:16][CH2:17][CH2:18][CH2:19][CH2:20][CH:21]([c:22]1[cH:23][cH:24][cH:25][cH:26][cH:27]1)[c:28]1[c:29]([O:39][CH3:40])[c:30]([CH3:38])[c:31]([CH3:37])[c:32]([O:35][CH3:36])[c:33]1[CH3:34]. Reactants: COC1=CC=C2C(C(C3=C(OC4(CCNCC4)CS3)C2=C1)=O)=O (9-methoxyspiro[naphtho[1,2-b][1,4]oxathiine-2,4′-piperidine]-5,6-dione), C(C)(C)(C)C1=CC=C(OC[C@H]2OC2)C=C1 ((2S)-2-[(4-tert-butylphenoxy)methyl]oxirane). The product is C(C)(C)(C)C1=CC=C(OC[C@H](CN2CCC3(CC2)CSC2=C(O3)C3=CC(=CC=C3C(C2=O)=O)OC)O)C=C1 (1′-[(2S)-3-(4-tert-butylphenoxy)-2-hydroxypropyl]-9-methoxyspiro[naphtho[1,2-b][1,4]oxathiine-2,4′-piperidine]-5,6-dione). Reaction SMILES: [CH3:1][O:2][C:3]1[CH:21]=[C:20]2[C:6]([C:7](=[O:23])[C:8](=[O:22])[C:9]3[S:19][CH2:18][C:12]4([CH2:17][CH2:16][NH:15][CH2:14][CH2:13]4)[O:11][C:10]=32)=[CH:5][CH:4]=1.[C:24]([C:28]1[CH:38]=[CH:37][C:31]([O:32][CH2:33][C@@H:34]2[CH2:36][O:35]2)=[CH:30][CH:29]=1)([CH3:27])([CH3:26])[CH3:25]>>[C:24]([C:28]1[CH:38]=[CH:37][C:31]([O:32][CH2:33][C@@H:34]([OH:35])[CH2:36][N:15]2[CH2:16][CH2:17][C:12]3([O:11][C:10]4[C:20]5[C:6]([C:7](=[O:23])[C:8](=[O:22])[C:9]=4[S:19][CH2:18]3)=[CH:5][CH:4]=[C:3]([O:2][CH3:1])[CH:21]=5)[CH2:13][CH2:14]2)=[CH:30][CH:29]=1)([CH3:25])([CH3:26])[CH3:27]. Procedure details: Compound 227 was synthesized using 9-methoxyspiro[naphtho[1,2-b][1,4]oxathiine-2,4′-piperidine]-5,6-dione, (2S)-2-[(4-tert-butylphenoxy)methyl]oxirane and conditions outlined in procedure Z. Mp.=153-156° C.; 400 MHz 1H NMR (DMSO-d6) δ: 7.90 (d, J=8.8 Hz, 1H), 7.28 (d, J=8.8 Hz, 2H), 7.22 (d, J=2.4 Hz, 1H), 7.11 (dd, J=2.4, 8.8 Hz, 1H), 6.85 (d, J=8.8 Hz, 2H), 4.85 (d, J=4.8 Hz, 1H), 3.96-3.92 (m, 2H), 3.92 (s, 3H), 3.86-3.81 (m, 1H), 3.07 (s, 2H), 2.81 (dd, J=10.8, 22 Hz, 2H), 2.54 (m, 1H), 2.45... The reactants are O=C1CCN(CC1)C(=O)OC(C)(C)C (tert-butyl 4-oxo-1-piperidinecarboxylate), BrC1=NC=CC(=C1)C(F)(F)F (2-bromo-4-(trifluoromethyl)pyridine), solution, C(CCC)[Li] (n-butyllithium). Run in C(Cl)Cl (methylene chloride), C(Cl)Cl (methylene chloride), hexanes. Run at temperature -78 celsius, time 40 minute. Yields the product OC1(CCN(CC1)C(=O)OC(C)(C)C)C1=NC=CC(=C1)C(F)(F)F (tert-Butyl 4-Hydroxy-4-[4-(trifluoromethyl)pyridin-2-yl]piperidine-1-carboxylate). The yield is 58.9%. RXN SMILES: Br[C:2]1[CH:7]=[C:6]([C:8]([F:11])([F:10])[F:9])[CH:5]=[CH:4][N:3]=1.C([Li])CCC.[O:17]=[C:18]1[CH2:23][CH2:22][N:21]([C:24]([O:26][C:27]([CH3:30])([CH3:29])[CH3:28])=[O:25])[CH2:20][CH2:19]1>C(Cl)Cl>[OH:17][C:18]1([C:2]2[CH:7]=[C:6]([C:8]([F:11])([F:10])[F:9])[CH:5]=[CH:4][N:3]=2)[CH2:19][CH2:20][N:21]([C:24]([O:26][C:27]([CH3:30])([CH3:29])[CH3:28])=[O:25])[CH2:22][CH2:23]1. Procedure: To a slightly cloudy solution of 2-bromo-4-(trifluoromethyl)pyridine (4.0 g, 14.2 mmol) in dry methylene chloride (52.7 mL) cooled at −78° C. was added a 1.6 M solution of n-butyllithium in hexanes (9.65 mL). After being stirred for 40 min at −78° C., a solution of tert-butyl 4-oxo-1-piperidinecarboxylate (2.59 g, 12.9 mmol) in dry methylene chloride (10.0 mL) was added dropwise. The reaction was stirred at −78° C. for 1 h and quenched with aqueous NH4Cl. THF was removed by rotary evaporation. T... The reactants are C(CCC)C=1N=C(SC1CC#N)C1=CC=C(C=C1)C(F)(F)F ([4-Butyl-2-(4-trifluoromethyl-phenyl)-thiazol-5-yl]-acetonitrile), O (water), Cl (hydrochloric acid), [OH-].[Na+] (Sodium hydroxide). Run in C(C)(C)O (isopropanol). Conditions: temperature 100 celsius. Product: C(CCC)C=1N=C(SC1CC(=O)O)C1=CC=C(C=C1)C(F)(F)F ([4-Butyl-2-(4-trifluoromethyl-phenyl)-thiazol-5-yl]-acetic acid). RXN SMILES: [CH2:1]([C:5]1[N:6]=[C:7]([C:13]2[CH:18]=[CH:17][C:16]([C:19]([F:22])([F:21])[F:20])=[CH:15][CH:14]=2)[S:8][C:9]=1[CH2:10][C:11]#N)[CH2:2][CH2:3][CH3:4].[OH-:23].[Na+].Cl.[OH2:26]>C(O)(C)C>[CH2:1]([C:5]1[N:6]=[C:7]([C:13]2[CH:18]=[CH:17][C:16]([C:19]([F:22])([F:21])[F:20])=[CH:15][CH:14]=2)[S:8][C:9]=1[CH2:10][C:11]([OH:26])=[O:23])[CH2:2][CH2:3][CH3:4] |f:1.2|. Procedure details: 1.1 g [4-Butyl-2-(4-trifluoromethyl-phenyl)-thiazol-5-yl]-acetonitrile were dissolved in a mixture of 1 ml water and 6 ml isopropanol. 1.36 g Sodium hydroxide were added and the mixture heated to 100° C. After three hours the cooled reaction mixture was neutralized with concentrated hydrochloric acid and extracted three times with portions of 50 ml ethyl acetate. The combined organic extracts were dried over MgSO4 and the solvent was removed in vacuo to provide 1.15 g crude [4-Butyl-2-(4-trifluo...